This data is from the Open Reaction Database (ORD), a public repository of structured organic reaction records. The task is: describe an organic reaction: reactants, conditions, products, and yield Product: CCCCCCC(Br)C(=O)O. The reactants are CCCCCC=C(Br)C(=O)O, CO. Reaction SMILES: [Br:1][C:2]([C:3](=[O:4])[OH:5])=[CH:6][CH2:7][CH2:8][CH2:9][CH2:10][CH3:11].[CH3:12][OH:13]>>[Br:1][CH:2]([C:3](=[O:4])[OH:5])[CH2:6][CH2:7][CH2:8][CH2:9][CH2:10][CH3:11]. Starting materials: OCC1=CC=C(C(=O)O)C=C1 (4-(hydroxymethyl)benzoic acid), C(C)O (ethanol), S(O)(O)(=O)=O (sulfuric acid). Product: OCC1=CC=C(C(=O)OCC)C=C1 (ETHYL 4-(HYDROXYMETHYL)BENZOATE). RXN SMILES: [OH:1][CH2:2][C:3]1[CH:11]=[CH:10][C:6]([C:7]([OH:9])=[O:8])=[CH:5][CH:4]=1.S(=O)(=O)(O)O.[CH2:17](O)[CH3:18]>>[OH:1][CH2:2][C:3]1[CH:4]=[CH:5][C:6]([C:7]([O:9][CH2:17][CH3:18])=[O:8])=[CH:10][CH:11]=1. Procedure: 4 g (26.3 mmol) of 4-(hydroxymethyl)benzoic acid in 1,000 ml of absolute ethanol are heated under reflux of the solvent for 15 hours in the presence of approximately 1 g of concentrated sulfuric acid. The ethyl alcohol is then evaporated off and the residue taken up with water. After extraction of the aqueous phase with 3×100 ml of ethyl ether, the organic phases are washed to neutrality with saturated sodium hydrogen carbonate solution. After removal of the solvent, 4.56 g of a yellow oil, whic...